Dataset: the Open Reaction Database (ORD), a public repository of structured organic reaction records. Task: describe an organic reaction: reactants, conditions, products, and yield Starting materials: COC(=O)C(N)CCSC, CN(C)Cc1ccc(C2=NC3(CCCCC3)C(=O)O2)cc1, Cc1ccccc1, CCN(C(C)C)C(C)C, Cl. As a reaction SMILES: [CH3:11][O:12][C:13]([CH:14]([NH2:15])[CH2:16][CH2:17][S:18][CH3:19])=[O:20].[CH3:21][N:22]([CH3:23])[CH2:24][c:25]1[cH:26][cH:27][c:28]([C:31]2=[N:32][C:33]3([C:34](=[O:36])[O:35]2)[CH2:37][CH2:38][CH2:39][CH2:40][CH2:41]3)[cH:29][cH:30]1.[CH3:42][c:43]1[cH:44][cH:45][cH:46][cH:47][cH:48]1.[CH:1]([N:2]([CH:3]([CH3:4])[CH3:5])[CH2:6][CH3:7])([CH3:8])[CH3:9].[ClH:10]>>[CH3:11][O:12][C:13]([CH:14]([NH:15][C:34]([C:33]1([NH:32][C:31]([c:28]2[cH:27][cH:26][c:25]([CH2:24][N:22]([CH3:21])[CH3:23])[cH:30][cH:29]2)=[O:35])[CH2:37][CH2:38][CH2:39][CH2:40][CH2:41]1)=[O:36])[CH2:16][CH2:17][S:18][CH3:19])=[O:20]. Product: COC(=O)C(CCSC)NC(=O)C1(NC(=O)c2ccc(CN(C)C)cc2)CCCCC1. Reactants: CCC (propane), OC1(CCC1)C#N (1-hydroxycyclobutanecarbonitrile), ClCCO (2-chloroethanol). The reagents and catalysts are [Cl-].[Zn+2].[Cl-] (Zinc chloride). The solvent is O (water). Reaction conditions: temperature 90 celsius. The product is ClCCOC1(CCC1)C#N (1-(2-Chloroethoxy)cyclobutanecarbonitrile). Isolated yield 20.1%. Reaction SMILES: CCC.[OH:4][C:5]1([C:9]#[N:10])[CH2:8][CH2:7][CH2:6]1.[Cl:11][CH2:12][CH2:13]O>O.[Cl-].[Zn+2].[Cl-]>[Cl:11][CH2:12][CH2:13][O:4][C:5]1([C:9]#[N:10])[CH2:8][CH2:7][CH2:6]1 |f:4.5.6|. Reported procedure: Zinc chloride (36.03 g, 264 mmol) was fused using a propane torch while under vacuum. The molten salt was cooled and the evacuated flask was flushed with nitrogen. The flask was loaded with 1-hydroxycyclobutanecarbonitrile (15.10 g,) and 2-chloroethanol (17.7 g, 218 mmol) and stirred with heating (90° C.) for 20 hours. The reaction mixture was diluted with water (200 mL) and extracted with ethyl acetate (1×150 mL, 4×100 mL). The combined organic layers were dried (sodium sulfate), filtered, and ... RXN SMILES: [CH2:1]([CH2:2][CH2:3][CH3:4])[c:5]1[n:6][c:7]2[c:8]([n:9]1[CH2:10][c:11]1[cH:12][cH:13][c:14](-[c:17]3[c:18]([C:23]#[N:24])[cH:19][cH:20][cH:21][cH:22]3)[cH:15][cH:16]1)[c:25]([C:29](=[O:30])[O:31][CH3:32])[cH:26][cH:27][cH:28]2.[CH3:33][OH:34].[O:35]1[CH2:36][CH2:37][CH2:38][CH2:39]1>>[CH2:1]([CH2:2][CH2:3][CH3:4])[c:5]1[n:6][c:7]2[c:8]([n:9]1[CH2:10][c:11]1[cH:12][cH:13][c:14](-[c:17]3[c:18]([C:23]#[N:24])[cH:19][cH:20][cH:21][cH:22]3)[cH:15][cH:16]1)[c:25]([CH2:29][OH:30])[cH:26][cH:27][cH:28]2. Reactants: CCCCc1nc2cccc(C(=O)OC)c2n1Cc1ccc(-c2ccccc2C#N)cc1, CO, C1CCOC1. Yields the product CCCCc1nc2cccc(CO)c2n1Cc1ccc(-c2ccccc2C#N)cc1.